This data is from the Open Reaction Database (ORD), a public repository of structured organic reaction records. The task is: describe an organic reaction: reactants, conditions, products, and yield Reactants: C(#N)C1=CC(=NN1C1=CC=C(C=C1)N)C=1C=NC=CC1 (5-cyano-3-(3-pyridyl)-1-(4′-aminophenyl)pyrazole), C1C(CC2=CC=CC=C12)C=O (indane 2-carboxaldehyde), C(#N)[BH3-].[Na+] (Sodium cyanoborohydride). Solvent: CO (methanol), C(C)(=O)O (acetic acid). Product: C(#N)C1=CC(=NN1C1=CC=C(C=C1)NCC1CC2=CC=CC=C2C1)C=1C=NC=CC1 ([4-(5-Cyano-3-pyridin-3-yl-pyrazol-1-yl)phenyl]-(2-indanylmethyl)amine). RXN SMILES: [C:1]([C:3]1[N:7]([C:8]2[CH:13]=[CH:12][C:11]([NH2:14])=[CH:10][CH:9]=2)[N:6]=[C:5]([C:15]2[CH:16]=[N:17][CH:18]=[CH:19][CH:20]=2)[CH:4]=1)#[N:2].[CH2:21]1[C:29]2[C:24](=[CH:25][CH:26]=[CH:27][CH:28]=2)[CH2:23][CH:22]1[CH:30]=O.C([BH3-])#N.[Na+]>CO.C(O)(=O)C>[C:1]([C:3]1[N:7]([C:8]2[CH:9]=[CH:10][C:11]([NH:14][CH2:30][CH:22]3[CH2:21][C:29]4[C:24](=[CH:25][CH:26]=[CH:27][CH:28]=4)[CH2:23]3)=[CH:12][CH:13]=2)[N:6]=[C:5]([C:15]2[CH:16]=[N:17][CH:18]=[CH:19][CH:20]=2)[CH:4]=1)#[N:2] |f:2.3|. Procedure details: A solution of 5-cyano-3-(3-pyridyl)-1-(4′-aminophenyl)pyrazole (185 mg, 0.7 mmol) and indane 2-carboxaldehyde (0.96 mmol, 140 mg) in methanol (9 mL) and acetic acid (1 mL) was stirred at room temp for 30 min. Sodium cyanoborohydride (124 mg, 2 mmol) was added and stirring continued at room temperature. After 3 h the solvent was evaporated under vacuum, and the residue was taken up in sodium bicarbonate solution (50 mL) and extracted with methylene chloride (3×50 mL). The combined extract was was... The reactants are c1ccc2c(c1)CCNCC2, COC(=O)Cl, [Na+], [OH-], O. Product: COC(=O)N1CCc2ccccc2CC1. RXN SMILES: [CH2:3]1[CH2:4][NH:5][CH2:6][CH2:7][c:8]2[c:9]1[cH:10][cH:11][cH:12][cH:13]2.[Cl:14][C:15](=[O:16])[O:17][CH3:18].[Na+:2].[OH-:1].[OH2:19]>>[CH2:3]1[CH2:4][N:5]([C:15](=[O:16])[O:17][CH3:18])[CH2:6][CH2:7][c:8]2[c:9]1[cH:10][cH:11][cH:12][cH:13]2. Starting materials: ClC1=NC(=CC=2N=CN(C(C21)=O)C)C2=CC=C(C=C2)N2CCOCC2 (5-chloro-3-methyl-7-(4-morpholinophenyl)pyrido[4,3-d]pyrimidin-4(3H)-one), OCC1=CC=C(S1)B(O)O (5-(hydroxymethyl)thiophen-2-ylboronic acid), C(=O)([O-])[O-].[Na+].[Na+] (Na2CO3). Reagents/catalysts: C=1C=CC(=CC1)[P](C=2C=CC=CC2)(C=3C=CC=CC3)[Pd]([P](C=4C=CC=CC4)(C=5C=CC=CC5)C=6C=CC=CC6)([P](C=7C=CC=CC7)(C=8C=CC=CC8)C=9C=CC=CC9)[P](C=1C=CC=CC1)(C=1C=CC=CC1)C=1C=CC=CC1 (Pd(PPh3)4). The solvent is O1CCOCC1 (1,4-dioxane). Conditions: temperature 140 celsius. Yields the product OCC1=CC=C(S1)C1=NC(=CC=2N=CN(C(C21)=O)C)C2=CC=C(C=C2)N2CCOCC2 (5-(5-(hydroxymethyl)thiophen-2-yl)-3-methyl-7-(4-morpholinophenyl)pyrido[4,3-d]pyrimidin-4(3H)-one). As a reaction SMILES: Cl[C:2]1[C:11]2[C:10](=[O:12])[N:9]([CH3:13])[CH:8]=[N:7][C:6]=2[CH:5]=[C:4]([C:14]2[CH:19]=[CH:18][C:17]([N:20]3[CH2:25][CH2:24][O:23][CH2:22][CH2:21]3)=[CH:16][CH:15]=2)[N:3]=1.[OH:26][CH2:27][C:28]1[S:32][C:31](B(O)O)=[CH:30][CH:29]=1.C([O-])([O-])=O.[Na+].[Na+]>O1CCOCC1.C1C=CC([P]([Pd]([P](C2C=CC=CC=2)(C2C=CC=CC=2)C2C=CC=CC=2)([P](C2C=CC=CC=2)(C2C=CC=CC=2)C2C=CC=CC=2)[P](C2C=CC=CC=2)(C2C=CC=CC=2)C2C=CC=CC=2)(C2C=CC=CC=2)C2C=CC=CC=2)=CC=1>[OH:26][CH2:27][C:28]1[S:32][C:31]([C:2]2[C:11]3[C:10](=[O:12])[N:9]([CH3:13])[CH:8]=[N:7][C:6]=3[CH:5]=[C:4]([C:14]3[CH:19]=[CH:18][C:17]([N:20]4[CH2:25][CH2:24][O:23][CH2:22][CH2:21]4)=[CH:16][CH:15]=3)[N:3]=2)=[CH:30][CH:29]=1 |f:2.3.4,^1:51,53,72,91|. Procedure: To a solution of 5-chloro-3-methyl-7-(4-morpholinophenyl)pyrido[4,3-d]pyrimidin-4(3H)-one (6.0 mg, 0.017 mmol) in 1,4-dioxane (0.5 mL) were added crude 5-(hydroxymethyl)thiophen-2-ylboronic acid from Step A, 2M aqueous Na2CO3 solution (0.1 mL, 0.2 mmol), and a catalytic amount of Pd(PPh3)4. The reaction mixture was purged with N2 and heated at 140° C. by a microwave reactor for 15 minutes. The mixture was then cooled, quenched with H2O, extracted with EtOAc, and purified by preparatory LC/MS to ... Reactants: CCO, O=C(C(=O)c1ccc([N+](=O)[O-])cc1)c1ccccc1, NN, O. The product is NN=C(C(=O)c1ccccc1)c1ccc([N+](=O)[O-])cc1. Reaction SMILES: [CH3:23][CH2:24][OH:25].[N+:4](=[O:5])([O-:6])[c:7]1[cH:8][cH:9][c:10]([C:13](=[O:14])[C:15](=[O:16])[c:17]2[cH:18][cH:19][cH:20][cH:21][cH:22]2)[cH:11][cH:12]1.[NH2:2][NH2:3].[OH2:1]>>[N:2]([NH2:3])=[C:13]([c:10]1[cH:9][cH:8][c:7]([N+:4](=[O:5])[O-:6])[cH:12][cH:11]1)[C:15](=[O:16])[c:17]1[cH:18][cH:19][cH:20][cH:21][cH:22]1. Reactants: CC#N, COC(=O)c1ccc(-n2c(C)cc(O)cc2=O)c(Cl)c1, Fc1ccc(CBr)c(F)c1, [K+], [K+], O=C([O-])[O-], CN(C)C=O, O, O. The product is COC(=O)c1ccc(-n2c(C)cc(OCc3ccc(F)cc3F)cc2=O)c(Cl)c1. RXN SMILES: [C:44](#[N:45])[CH3:46].[Cl:1][c:2]1[cH:3][c:4]([C:5](=[O:6])[O:7][CH3:8])[cH:9][cH:10][c:11]1-[n:12]1[c:13](=[O:20])[cH:14][c:15]([OH:19])[cH:16][c:17]1[CH3:18].[F:21][c:22]1[c:23]([CH2:24][Br:25])[cH:26][cH:27][c:28]([F:30])[cH:29]1.[K+:31].[K+:32].[O-:33][C:34]([O-:35])=[O:36].[O:38]=[CH:39][N:40]([CH3:41])[CH3:42].[OH2:37].[OH2:43]>>[Cl:1][c:2]1[cH:3][c:4]([C:5](=[O:6])[O:7][CH3:8])[cH:9][cH:10][c:11]1-[n:12]1[c:13](=[O:20])[cH:14][c:15]([O:19][CH2:24][c:23]2[c:22]([F:21])[cH:29][c:28]([F:30])[cH:27][cH:26]2)[cH:16][c:17]1[CH3:18]. The reactants are CN(C(=O)OC(C)(C)C)C1CCN(c2ccc([N+](=O)[O-])cc2)C1, ClCCl, O=C(O)C(F)(F)F. Product: CNC1CCN(c2ccc([N+](=O)[O-])cc2)C1. RXN SMILES: [CH3:1][N:2]([C:3](=[O:4])[O:5][C:6]([CH3:7])([CH3:8])[CH3:9])[CH:10]1[CH2:11][N:12]([c:15]2[cH:16][cH:17][c:18]([N+:21](=[O:22])[O-:23])[cH:19][cH:20]2)[CH2:13][CH2:14]1.[Cl:31][CH2:32][Cl:33].[OH:24][C:25]([C:26]([F:27])([F:28])[F:29])=[O:30]>>[CH3:1][NH:2][CH:10]1[CH2:11][N:12]([c:15]2[cH:16][cH:17][c:18]([N+:21](=[O:22])[O-:23])[cH:19][cH:20]2)[CH2:13][CH2:14]1. The reactants are C(C)(C)(C)OC(=O)N1[C@@H](CCC1)C(=O)O ((S)-1-(tert-butoxycarbonyl)pyrrolidine-2-carboxylic acid), FC(C=1C=C(C=CC1)S(=O)(=O)N1C[C@@H]2[C@H](C1)[C@H](CC2)N)(F)F ((3aR,4S,6aS)-2-(3-(trifluoromethyl)phenylsulfonyl)octahydrocyclopenta[c]pyrrol-4-amine), FC(C=1C=C(C=CC1)S(=O)(=O)N1C[C@H]2[C@@H](C1)[C@@H](CC2)N)(F)F ((3aS,4R,6aR)-2-(3-(trifluoromethyl)phenylsulfonyl)octahydrocyclopenta[c]pyrrol-4-amine). Product: CN(C(OC(C)(C)C)=O)[C@H](C(N[C@H]1CC[C@@H]2CN(C[C@@H]21)S(=O)(=O)C2=CC(=CC=C2)C(F)(F)F)=O)CCCC (tert-butyl methyl((S)-1-oxo-1-((3aR,4S,6aS)-2-(3-(trifluoromethyl)phenylsulfonyl)octahydrocyclopenta[c]pyrrol-4-ylamino)hexan-2-yl)carbamate). RXN SMILES: [C:1]([O:5][C:6]([N:8]1[CH2:12][CH2:11][CH2:10][C@H:9]1[C:13]([OH:15])=O)=[O:7])([CH3:4])([CH3:3])[CH3:2].[F:16][C:17]([F:37])([F:36])[C:18]1[CH:19]=[C:20]([S:24]([N:27]2[CH2:31][C@@H:30]3[C@@H:32]([NH2:35])[CH2:33][CH2:34][C@@H:29]3[CH2:28]2)(=[O:26])=[O:25])[CH:21]=[CH:22][CH:23]=1.F[C:39](F)(F)[C:40]1C=C(S(N2C[C@H]3[C@H](N)CC[C@H]3C2)(=O)=O)C=CC=1>>[CH3:12][N:8]([C@@H:9]([CH2:10][CH2:11][CH2:39][CH3:40])[C:13](=[O:15])[NH:35][C@@H:32]1[C@@H:30]2[C@@H:29]([CH2:28][N:27]([S:24]([C:20]3[CH:21]=[CH:22][CH:23]=[C:18]([C:17]([F:16])([F:36])[F:37])[CH:19]=3)(=[O:25])=[O:26])[CH2:31]2)[CH2:34][CH2:33]1)[C:6](=[O:7])[O:5][C:1]([CH3:2])([CH3:3])[CH3:4]. Reported procedure: The title compound was prepared by substituting N-(tert-butoxycarbonyl)-N-methyl-L-norleucine for (S)-1-(tert-butoxycarbonyl)pyrrolidine-2-carboxylic acid and (3aR,4S,6aS)-2-(3-(trifluoromethyl)phenylsulfonyl)octahydrocyclopenta[c]pyrrol-4-amine from Step D of Example 252 for (3aS,4R,6aR)-2-(3-(trifluoromethyl)phenylsulfonyl)octahydrocyclopenta[c]pyrrol-4-amine in the procedure described in Example 266: 1H NMR (500 MHz, pyridine-d5) δ ppm 8.44 (d, J=6.9 Hz, 1H), 8.36-8.38 (bs, 1H), 8.19 (d, J=7.... The reactants are NCCNCc1ccccc1, CSC(=C[N+](=O)[O-])SC, CCO. Yields the product O=[N+]([O-])C=C1NCCN1Cc1ccccc1. RXN SMILES: [CH2:10]([c:11]1[cH:12][cH:13][cH:14][cH:15][cH:16]1)[NH:17][CH2:18][CH2:19][NH2:20].[CH3:1][S:2][C:3](=[CH:4][N+:5](=[O:6])[O-:7])[S:8][CH3:9].[CH3:21][CH2:22][OH:23]>>[C:3]1(=[CH:4][N+:5](=[O:6])[O-:7])[N:17]([CH2:10][c:11]2[cH:12][cH:13][cH:14][cH:15][cH:16]2)[CH2:18][CH2:19][NH:20]1. Reactants: CC1=CC=CC=2C3=CC=CC=C3C(C12)CCC1OCCO1 (2-[2-(1-Methylfluoren-9-yl)ethyl]-1,3-dioxolane), CrO3 H2SO4 H2O, C(C)(=O)OCC.CCCCCC (ethyl acetate hexane). Solvent: CC(=O)C (acetone). Reaction conditions: time 6 hour. Yields the product CC1=CC=CC=2C3=CC=CC=C3C(C12)CCC(=O)O (3-(1-methylfluoren-9-yl)propionic acid). Isolated yield 59.9%. As a reaction SMILES: [CH3:1][C:2]1[C:14]2[CH:13]([CH2:15][CH2:16][CH:17]3[O:21]CC[O:18]3)[C:12]3[C:7](=[CH:8][CH:9]=[CH:10][CH:11]=3)[C:6]=2[CH:5]=[CH:4][CH:3]=1.C(OCC)(=O)C.CCCCCC>CC(C)=O>[CH3:1][C:2]1[C:14]2[CH:13]([CH2:15][CH2:16][C:17]([OH:21])=[O:18])[C:12]3[C:7](=[CH:8][CH:9]=[CH:10][CH:11]=3)[C:6]=2[CH:5]=[CH:4][CH:3]=1 |f:1.2|. Procedure: 2-[2-(1-Methylfluoren-9-yl)ethyl]-1,3-dioxolane (4.8 g, 17.2 mmol) in 100 mL of acetone was charged slowly with John's reagent (CrO3 : H2SO4 :H2O 4:4:50 by weight) at room temperature. The reaction was monitored by TLC (silica, 10% ethyl acetate/hexane). The reaction mixture was stirred for 6 hr at room temperature, the acetone was evaporated and the residual water was extracted with ethyl acetate twice. The combined organic layers were washed with water until water became colorless. The organic...